Dataset: the Open Reaction Database (ORD), a public repository of structured organic reaction records. Task: describe an organic reaction: reactants, conditions, products, and yield Reactants: N1N=C(N=C1)C(=O)OC (methyl 1,2,4-triazole-3-carboxylate), C(C)(=O)O[C@@H]1[C@@H](OC(C)=O)[C@@H](OC(C)=O)[C@@H](O1)COC(C)=O (1,2,3,5-Tetra-O-acetyl-β-L-ribofuranose). Reagents/catalysts: [N+](=O)([O-])C1=CC=C(C=C1)OP(=O)(OC1=CC=C(C=C1)[N+](=O)[O-])[O-] (bis(p-nitrophenyl)-phosphate). Run in O (water). Reaction conditions: time 25 minute. Product: C(C)(=O)O[C@@H]1[C@H](O[C@H]([C@@H]1OC(C)=O)COC(C)=O)N1N=C(N=C1)C(=O)OC (Methyl 1-(2,3,5-Tri-O-acetyl-β-L-ribofuranosyl)-1,2,4-triazole-3-carboxylate). Yield: 66.0%. RXN SMILES: [NH:1]1[CH:5]=[N:4][C:3]([C:6]([O:8][CH3:9])=[O:7])=[N:2]1.C(O[C@H:14]1[O:26][C@@H:25]([CH2:27][O:28][C:29](=[O:31])[CH3:30])[C@H:20]([O:21][C:22](=[O:24])[CH3:23])[C@@H:15]1[O:16][C:17](=[O:19])[CH3:18])(=O)C>[N+](C1C=CC(OP([O-])(OC2C=CC([N+]([O-])=O)=CC=2)=O)=CC=1)([O-])=O.O>[C:17]([O:16][C@H:15]1[C@@H:20]([O:21][C:22](=[O:24])[CH3:23])[C@H:25]([CH2:27][O:28][C:29](=[O:31])[CH3:30])[O:26][C@@H:14]1[N:1]1[CH:5]=[N:4][C:3]([C:6]([O:8][CH3:9])=[O:7])=[N:2]1)(=[O:19])[CH3:18]. Procedure details: A mixture of methyl 1,2,4-triazole-3-carboxylate (0.64 g, 5 mmol), 1,2,3,5-tetra-O-acetyl-β-L-ribofuranose (2) (1.5 g, 4.72 mmol) and bis(p-nitrophenyl)-phosphate (20 mg) were placed in a pear shaped flask and placed in a preheated oil bath at (160-165° C.). The flask was connected to a water aspirator and kept at 160-165° C. (oil bath temperature) under reduced pressure with stirring for 25 min. The reaction mixture was removed, cooled and diluted with EtOAc (150 mL) and sat. NaHCO3 (100 mL). T... Starting materials: CCCC[NH3+], COc1cc2c(cc1O[Si](C)(C)C(C)(C)C)CN(C(=O)OC(C)(C)C)CC2, [F-], C1CCOC1. Yields the product COc1cc2c(cc1O)CN(C(=O)OC(C)(C)C)CC2. Reaction SMILES: [CH2:29]([NH3+:30])[CH2:31][CH2:32][CH3:33].[CH3:1][C:2]([CH3:3])([CH3:4])[O:5][C:6](=[O:7])[N:8]1[CH2:9][c:10]2[cH:11][c:12]([O:20][Si:21]([C:22]([CH3:23])([CH3:24])[CH3:25])([CH3:26])[CH3:27])[c:13]([O:18][CH3:19])[cH:14][c:15]2[CH2:16][CH2:17]1.[F-:28].[O:34]1[CH2:35][CH2:36][CH2:37][CH2:38]1>>[CH3:1][C:2]([CH3:3])([CH3:4])[O:5][C:6](=[O:7])[N:8]1[CH2:9][c:10]2[cH:11][c:12]([OH:20])[c:13]([O:18][CH3:19])[cH:14][c:15]2[CH2:16][CH2:17]1. Starting materials: C(C)C=1OC(=CN1)CN1C(N(C(C2=C1C=C(S2)C2=CC=CC=C2)=O)C2CCN(CC2)C(=O)OC(C)(C)C)=O (tert-butyl 4-{1-[(2-ethyl-1,3-oxazol-5-yl)methyl]-2,4-dioxo-6-phenyl-1,4-dihydrothieno[3,2-d]pyrimidin-3(2H)-yl}piperidine-1-carboxylate), C(C)C=1OC(=CN1)CN1C(N(C(C2=C1C=C(S2)C2=CC=CC=C2)=O)C2CCN(CC2)C(=O)OC(C)(C)C)=O (tert-butyl 4-{1-[(2-ethyl-1,3-oxazol-5-yl)methyl]-2,4-dioxo-6-phenyl-1,4-dihydrothieno[3,2-d]pyrimidin-3(2H)-yl}piperidine-1-carboxylate), Cl (hydrogen chloride). Run in O1CCOCC1 (1,4-dioxane). Conditions: time 0.5 hour. The product is Cl.C(C)C=1OC(=CN1)CN1C(N(C(C2=C1C=C(S2)C2=CC=CC=C2)=O)C2CCNCC2)=O (1-[(2-ethyl-1,3-oxazol-5-yl)methyl]-6-phenyl-3-(piperidin-4-yl)thieno[3,2-d]pyrimidine-2,4(1H,3H)-dione hydrochloride). RXN SMILES: [CH2:1]([C:3]1[O:4][C:5]([CH2:8][N:9]2[C:14]3[CH:15]=[C:16]([C:18]4[CH:23]=[CH:22][CH:21]=[CH:20][CH:19]=4)[S:17][C:13]=3[C:12](=[O:24])[N:11]([CH:25]3[CH2:30][CH2:29][N:28](C(OC(C)(C)C)=O)[CH2:27][CH2:26]3)[C:10]2=[O:38])=[CH:6][N:7]=1)[CH3:2].[ClH:39]>O1CCOCC1>[ClH:39].[CH2:1]([C:3]1[O:4][C:5]([CH2:8][N:9]2[C:14]3[CH:15]=[C:16]([C:18]4[CH:23]=[CH:22][CH:21]=[CH:20][CH:19]=4)[S:17][C:13]=3[C:12](=[O:24])[N:11]([CH:25]3[CH2:30][CH2:29][NH:28][CH2:27][CH2:26]3)[C:10]2=[O:38])=[CH:6][N:7]=1)[CH3:2] |f:3.4|. Procedure: tert-butyl 4-{1-[(2-ethyl-1,3-oxazol-5-yl)methyl]-2,4-dioxo-6-phenyl-1,4-dihydrothieno[3,2-d]pyrimidin-3(2H)-yl}piperidine-1-carboxylate (120 mg; compound B9) is dissolved in a solution of hydrogen chloride in 1,4-dioxane (5 ml, 6.8 M). The solution is stirred for 0.5 h at RT. The resulting precipitate is filtered off, washed with diethyl ether and dried in vacuo to give the title compound as a solid. Run at temperature 190 celsius. Reactants: CC(=O)OC=1C=CC=CC1[N+](=O)[O-] (o-nitrophenyl acetate), ferric chloride, C(C)(=O)OC(C)=O (acetic anhydride). Reaction SMILES: [CH3:1][C:2]([O:4][C:5]1[CH:6]=[CH:7][CH:8]=[CH:9][C:10]=1[N+:11]([O-])=O)=O.C(OC(=O)C)(=O)C>[Pd]>[CH3:1][C:2]1[O:4][C:5]2[CH:6]=[CH:7][CH:8]=[CH:9][C:10]=2[N:11]=1. Procedure details: An autoclave is charged with 18.1 g. o-nitrophenyl acetate, 2.50 g. 5% palladium-on-carbon, 0.50 g. ferric chloride 25 ml. acetic anhydride and 75 ml. acetic acid, purged with nitrogen, pressurized to 5,000 psig. with carbon monoxide, and heated at 190° C. for 5 hours. Analysis of the reaction mixture by vapor phase chromatography indicates complete conversion of the o-nitrophenyl acetate to 2-methylbenzoxazole. The catalyst is separated by filtration and washed with acetone. The solvents are ev... Product: CC=1OC2=C(N1)C=CC=C2 (2-methylbenzoxazole). The reagents and catalysts are [Pd] (palladium-on-carbon). Starting materials: CCCCCC(O)C=CC1CCCC(=O)N1CCCCCCC(=O)OC, CO, [H][H]. Product: CCCCCC(O)CCC1CCCC(=O)N1CCCCCCC(=O)OC. As a reaction SMILES: [CH3:1][O:2][C:3]([CH2:4][CH2:5][CH2:6][CH2:7][CH2:8][CH2:9][N:10]1[CH:11]([CH:17]=[CH:18][CH:19]([CH2:20][CH2:21][CH2:22][CH2:23][CH3:24])[OH:25])[CH2:12][CH2:13][CH2:14][C:15]1=[O:16])=[O:26].[CH3:29][OH:30].[H:27][H:28]>>[CH3:1][O:2][C:3]([CH2:4][CH2:5][CH2:6][CH2:7][CH2:8][CH2:9][N:10]1[CH:11]([CH2:17][CH2:18][CH:19]([CH2:20][CH2:21][CH2:22][CH2:23][CH3:24])[OH:25])[CH2:12][CH2:13][CH2:14][C:15]1=[O:16])=[O:26]. Starting materials: IC1=CC=C(C=C1)CC(=O)O (4-iodophenylacetic acid), ClC1=CC=C(C=C1)S (4-chlorothiophenol), [OH-].[K+] (potassium hydroxide). Reagents/catalysts: [Cu] (copper). The solvent is O (water). Product: ClC1=CC=C(C=C1)SC1=CC=C(C=C1)CC(=O)O ([p-(p-Chlorophenylthio)phenyl]acetic Acid). As a reaction SMILES: [Cl:1][C:2]1[CH:7]=[CH:6][C:5]([SH:8])=[CH:4][CH:3]=1.[OH-].[K+].I[C:12]1[CH:17]=[CH:16][C:15]([CH2:18][C:19]([OH:21])=[O:20])=[CH:14][CH:13]=1>O.[Cu]>[Cl:1][C:2]1[CH:7]=[CH:6][C:5]([S:8][C:12]2[CH:17]=[CH:16][C:15]([CH2:18][C:19]([OH:21])=[O:20])=[CH:14][CH:13]=2)=[CH:4][CH:3]=1 |f:1.2|. Procedure: A solution of 6.0 g of 4-chlorothiophenol and 8.0 g of potassium hydroxide in 80 ml of water is heated to 50° C and 0.8 g of copper powder and 10.4 g of 4-iodophenylacetic acid are added. The mixture is heated to reflux and maintained at reflux overnight. The mixture is then cooled and filtered. The filtrate is acidified with concentrated HCl to give a white solid which, on recrystallization from methanol, yields cream colored plates, mp 135°-140° C. A sample is recrystallized frm chloroform-hex...